This data is from the Open Reaction Database (ORD), a public repository of structured organic reaction records. The task is: describe an organic reaction: reactants, conditions, products, and yield Reactants: CC(CO)(C)C1=CC=C(C=C1)Br (p-(1,1-Dimethyl-2-hydroxyethyl)bromobenzene), CN(C)C=O (DMF), O (water), cuprous cyanide, CN(C=O)C (Dimethylformamide). Product: CC(CO)(C)C1=CC=C(C=C1)C#N (p-(1,1-Dimethyl-2-hydroxyethyl)cyanobenzene). As a reaction SMILES: [CH3:1][C:2]([C:6]1[CH:11]=[CH:10][C:9](Br)=[CH:8][CH:7]=1)([CH3:5])[CH2:3][OH:4].O.[CH3:14][N:15](C=O)C>>[CH3:1][C:2]([C:6]1[CH:11]=[CH:10][C:9]([C:14]#[N:15])=[CH:8][CH:7]=1)([CH3:5])[CH2:3][OH:4]. Procedure: p-(1,1-Dimethyl-2-hydroxyethyl)bromobenzene, 148 g, 0.646 mole, was added to a 1 L flask fitted with a reflux condenser, magnetic stirrer and oil bath. Dimethylformamide, 350 mL, and cuprous cyanide, 69.4 g, 0.775 mole were then added to the flask. The heterogeneous mixture was heated to gentle reflux whereupon it became somewhat more homogeneous and would then easily stir. The mixture was heated at reflux for five hours. While still hot the mixture was cast into 1 L of water using 100 mL of hot... Reactants: CC(F)(F)CCCC(O)(c1cccc(Cl)c1)C1CCCN(C(=O)OC(C)(C)C)C1, CC#N, Cl. The product is CC(F)(F)CCCC(O)(c1cccc(Cl)c1)C1CCCNC1. Reaction SMILES: [C:1]([O:2][C:3]([CH3:4])([CH3:5])[CH3:6])(=[O:7])[N:8]1[CH2:9][CH:10]([C:14]([CH2:15][CH2:16][CH2:17][C:18]([CH3:19])([F:20])[F:21])([OH:22])[c:23]2[cH:24][c:25]([Cl:29])[cH:26][cH:27][cH:28]2)[CH2:11][CH2:12][CH2:13]1.[CH3:31][C:32]#[N:33].[ClH:30]>>[NH:8]1[CH2:9][CH:10]([C:14]([CH2:15][CH2:16][CH2:17][C:18]([CH3:19])([F:20])[F:21])([OH:22])[c:23]2[cH:24][c:25]([Cl:29])[cH:26][cH:27][cH:28]2)[CH2:11][CH2:12][CH2:13]1. Starting materials: COC1=CC=C(C=C1)[C@H]1C[C@@H](N(C[C@@H]1OCC=1C=CC2=C(N(CCO2)CCCOC)C1)S(=O)(=O)C1=CC=C(C=C1)C)CC(C=C)=O (1-[(2R,4R,5R)-4-(4-methoxy-phenyl)-5-[4-(3-methoxy-propyl)-3,4-dihydro-2H-benzo[1,4]oxazin-6-ylmethoxy]-1-(toluene-4-sulfonyl)-piperidin-2-yl]-but-3-en-2-one), C(C)(CC)N1P2N(CCN(CC1)CCN2C(C)CC)C(C)CC (2,8,9-tri-sec-butyl-2,5,8,9-tetraaza-1-phospha-bicyclo[3.3.3]undecane), CO (methanol). The solvent is Cl (hydrochloric acid). Run at temperature 35 celsius. Yields the product COCCC(C[C@@H]1N(C[C@@H]([C@H](C1)C1=CC=C(C=C1)OC)OCC=1C=CC2=C(N(CCO2)CCCOC)C1)S(=O)(=O)C1=CC=C(C=C1)C)=O (4-Methoxy-1-[(2R,4R,5R)-4-(4-methoxy-phenyl)-5-[4-(3-methoxy-propyl)-3,4-dihydro-2H-benzo[1,4]oxazin-6-ylmethoxy]-1-(toluene-4-sulfonyl)-piperidin-2-yl]-butan-2-one). Reaction SMILES: [CH3:1][O:2][C:3]1[CH:8]=[CH:7][C:6]([C@@H:9]2[C@@H:14]([O:15][CH2:16][C:17]3[CH:18]=[CH:19][C:20]4[O:25][CH2:24][CH2:23][N:22]([CH2:26][CH2:27][CH2:28][O:29][CH3:30])[C:21]=4[CH:31]=3)[CH2:13][N:12]([S:32]([C:35]3[CH:40]=[CH:39][C:38]([CH3:41])=[CH:37][CH:36]=3)(=[O:34])=[O:33])[C@@H:11]([CH2:42][C:43](=[O:46])[CH:44]=[CH2:45])[CH2:10]2)=[CH:5][CH:4]=1.C(N1CCN2CCN(C(CC)C)P1N(C(CC)C)CC2)(CC)C.[CH3:70][OH:71]>Cl>[CH3:70][O:71][CH2:45][CH2:44][C:43](=[O:46])[CH2:42][C@H:11]1[CH2:10][C@H:9]([C:6]2[CH:7]=[CH:8][C:3]([O:2][CH3:1])=[CH:4][CH:5]=2)[C@@H:14]([O:15][CH2:16][C:17]2[CH:18]=[CH:19][C:20]3[O:25][CH2:24][CH2:23][N:22]([CH2:26][CH2:27][CH2:28][O:29][CH3:30])[C:21]=3[CH:31]=2)[CH2:13][N:12]1[S:32]([C:35]1[CH:40]=[CH:39][C:38]([CH3:41])=[CH:37][CH:36]=1)(=[O:34])=[O:33]. Reported procedure: To a stirred solution of 0.5 g of 1-[(2R,4R,5R)-4-(4-methoxy-phenyl)-5-[4-(3-methoxy-propyl)-3,4-dihydro-2H-benzo[1,4]oxazin-6-ylmethoxy]-1-(toluene-4-sulfonyl)-piperidin-2-yl]-but-3-en-2-one in 1.5 ml of methanol is added 38 mg of 2,8,9-tri-sec-butyl-2,5,8,9-tetraaza-1-phospha-bicyclo[3.3.3]undecane and the reaction mixture is heated to 35° C. for 1 day. The reaction mixture is diluted with 1N hydrochloric acid solution and extracted with ethyl acetate. The organic phases are combined, dried an...